From a dataset of the Open Reaction Database (ORD), a public repository of structured organic reaction records. describe an organic reaction: reactants, conditions, products, and yield Reactants: crude acid, C(C)OC(C1=CN=CC(=C1)OCC)=O (5-Ethoxy-nicotinic acid ethyl ester), [OH-].[Na+] (NaOH), Cl (HCl), C=1C=CC2=C(C1)N=NN2O (HOBT), CN1CCOCC1 (NMM), C(CCl)Cl (EDC), Cl (HCl), N(C)OC (HN(Me)OMe). The solvent is CCO (EtOH), CN(C)C=O (DMF). Reaction conditions: time 1 hour. The product is C(C)OC=1C=NC=C(C(=O)N(C)OC)C1 (5-Ethoxy-N-methoxy-N-methyl-nicotinamide). RXN SMILES: C(O[C:4](=[O:14])[C:5]1[CH:10]=[C:9]([O:11][CH2:12][CH3:13])[CH:8]=[N:7][CH:6]=1)C.[OH-].[Na+].Cl.[NH:18]([O:20][CH3:21])[CH3:19].C(Cl)CCl.C1C=CC2N(O)N=NC=2C=1.CN1CCOCC1>CCO.CN(C=O)C>[CH2:12]([O:11][C:9]1[CH:8]=[N:7][CH:6]=[C:5]([CH:10]=1)[C:4]([N:18]([O:20][CH3:21])[CH3:19])=[O:14])[CH3:13] |f:1.2|. Procedure: To a solution of 15-2 (15 g, 72 mmol) in EtOH (100 mL) was added 1N NaOH (80 ml, 80 mmol). After stirring for 1 h, the solvents were evaporated and the residue was dissolved in 1N HCl (80 ml, 80 mmol) and then concentrated, azeotroped with CH3CN to give the crude acid. The crude acid was suspended in DMF (200 mL) and then treated with HCl.HN(Me)OMe (13.9 g, 144 mmol), EDC (15.1 g, 79.2 mmol), HOBT (9.6 g, 72 mmol) and NMM (60 mL, 576 mmol). The mixture was stirred for 18 hours and then concentra... The reactants are N([C@@H](CC1=CC=CC=C1)C(=O)N[C@@H](C)C(=O)N)C(=O)OCC1=CC=CC=C1 (Cbz-Phe-Ala-NH2), N([C@@H](CC1=CNC2=CC=CC=C12)C(=O)O)C(=O)OCC1=CC=CC=C1 (Cbz-Trp-OH), C(C1=CC=CC=C1)N (BnNH2). The solvent is C1CCOC1 (THF). The product is N([C@@H](CC1=CNC2=CC=CC=C12)C(=O)NCC1=CC=CC=C1)C(=O)OCC1=CC=CC=C1 (Cbz-Trp-NHBn). Isolated yield 89.0%. RXN SMILES: N(C(OCC1C=CC=CC=1)=O)[C@H](C(N[C@H](C(N)=O)C)=O)CC1C=CC=CC=1.[NH:28]([C:43]([O:45][CH2:46][C:47]1[CH:52]=[CH:51][CH:50]=[CH:49][CH:48]=1)=[O:44])[C@H:29]([C:40]([OH:42])=O)[CH2:30][C:31]1[C:39]2[C:34](=[CH:35][CH:36]=[CH:37][CH:38]=2)[NH:33][CH:32]=1.[CH2:53]([NH2:60])[C:54]1[CH:59]=[CH:58][CH:57]=[CH:56][CH:55]=1>C1COCC1>[NH:28]([C:43]([O:45][CH2:46][C:47]1[CH:52]=[CH:51][CH:50]=[CH:49][CH:48]=1)=[O:44])[C@H:29]([C:40]([NH:60][CH2:53][C:54]1[CH:59]=[CH:58][CH:57]=[CH:56][CH:55]=1)=[O:42])[CH2:30][C:31]1[C:39]2[C:34](=[CH:35][CH:36]=[CH:37][CH:38]=2)[NH:33][CH:32]=1. Procedure details: The coupling procedure described above for the preparation of Cbz-Phe-Ala-NH2 was employed using 10.0 g of Cbz-Trp-OH (Sigma Chemical Company) and 4.84 mL of freshly distilled BnNH2 in dry THF to give 11.3 g (89% yield) of crystalline Cbz-Trp-NHBn. Characteristic analytical data are as follows: mp 104°-105° C.; 1H NMR (300 MHz, CDCl3) δ8.00-6.88 (m, 16H, Ar), 5.85 (br, 1H, H-α), 5.45 (br, 1H, H-N), 5.10 (s, 2H, CH2--O), 4.57-4.45 (br, H-), 4.27 (t, 6H, CH2 --N), 3.38 (dd, J=4, 14 Hz, 1H, H-β), 3... The reactants are [C+4], C, CN(C)C=O, Clc1ccnc2ccccc12, O=[N+]([O-])c1ccccc1O, O=[N+]([O-])c1ccccc1Oc1ccnc2ccccc12, [OH-], [OH-], [OH-], [OH-], [OH-], [OH-], [Pd+2], [Pd], c1ccc2ncncc2c1. Yields the product Nc1ccccc1Oc1ccnc2ccccc12, c1ccc2ncncc2c1. RXN SMILES: [C+4:52].[C:60].[CH:62]([N:63]([CH3:64])[CH3:65])=[O:66].[Cl:11][c:12]1[c:13]2[c:14]([cH:15][cH:16][cH:17][cH:18]2)[n:19][cH:20][cH:21]1.[N+:1]([c:2]1[cH:3][cH:4][cH:5][cH:6][c:7]1[OH:8])([O-:9])=[O:10].[N+:32]([O-:33])(=[O:34])[c:35]1[c:36]([O:37][c:38]2[cH:39][cH:40][n:41][c:42]3[cH:43][cH:44][cH:45][cH:46][c:47]23)[cH:48][cH:49][cH:50][cH:51]1.[OH-:53].[OH-:55].[OH-:56].[OH-:57].[OH-:58].[OH-:59].[Pd+2:54].[Pd:61].[cH:22]1[cH:23][cH:24][c:25]2[n:26][cH:27][n:28][cH:29][c:30]2[cH:31]1>>[NH2:32][c:35]1[c:36]([O:37][c:38]2[cH:39][cH:40][n:41][c:42]3[cH:43][cH:44][cH:45][cH:46][c:47]23)[cH:48][cH:49][cH:50][cH:51]1.[cH:22]1[cH:23][cH:24][c:25]2[n:26][cH:27][n:28][cH:29][c:30]2[cH:31]1. Starting materials: CCOCc1nc2cnc3cc(Br)ccc3c2n1CCCCS(=O)(=O)N(C)C, ClC(Cl)Cl, ClCCl, [NH4+], [OH-], O=C(OO)c1cccc(Cl)c1, Cc1ccc(S(=O)(=O)Cl)cc1. The product is CCOCc1nc2c(N)nc3cc(Br)ccc3c2n1CCCCS(=O)(=O)N(C)C. Reaction SMILES: [Br:12][c:13]1[cH:14][cH:15][c:16]2[c:17]3[c:18]([cH:19][n:20][c:21]2[cH:22]1)[n:23][c:24]([CH2:36][O:37][CH2:38][CH3:39])[n:25]3[CH2:26][CH2:27][CH2:28][CH2:29][S:30](=[O:31])(=[O:32])[N:33]([CH3:34])[CH3:35].[CH:53]([Cl:54])([Cl:55])[Cl:56].[Cl:57][CH2:58][Cl:59].[NH4+:40].[OH-:41].[OH:1][O:2][C:3]([c:4]1[cH:5][c:6]([Cl:7])[cH:8][cH:9][cH:10]1)=[O:11].[c:42]1([CH3:43])[cH:44][cH:45][c:46]([S:47]([Cl:48])(=[O:49])=[O:50])[cH:51][cH:52]1>>[Br:12][c:13]1[cH:14][cH:15][c:16]2[c:17]3[c:18]([c:19]([NH2:40])[n:20][c:21]2[cH:22]1)[n:23][c:24]([CH2:36][O:37][CH2:38][CH3:39])[n:25]3[CH2:26][CH2:27][CH2:28][CH2:29][S:30](=[O:31])(=[O:32])[N:33]([CH3:34])[CH3:35]. Reactants: O=C([O-])[O-], CC1(C)OB(c2cn[nH]c2)OC1(C)C, CC(C)(C)OC(=O)N1CCC(OS(C)(=O)=O)CC1, [Cs+], [Cs+], CN(C)C=O, O. Product: CC(C)(C)OC(=O)N1CCC(n2cc(B3OC(C)(C)C(C)(C)O3)cn2)CC1. RXN SMILES: [C:33](=[O:34])([O-:35])[O-:36].[CH3:19][C:20]1([CH3:32])[O:21][B:22]([c:27]2[cH:28][n:29][nH:30][cH:31]2)[O:23][C:24]1([CH3:25])[CH3:26].[CH3:1][S:2]([O:3][CH:6]1[CH2:7][CH2:8][N:9]([C:12](=[O:13])[O:14][C:15]([CH3:16])([CH3:17])[CH3:18])[CH2:10][CH2:11]1)(=[O:4])=[O:5].[Cs+:37].[Cs+:38].[O:39]=[CH:40][N:41]([CH3:42])[CH3:43].[OH2:44]>>[CH:6]1([n:29]2[cH:28][c:27]([B:22]3[O:21][C:20]([CH3:19])([CH3:32])[C:24]([CH3:25])([CH3:26])[O:23]3)[cH:31][n:30]2)[CH2:7][CH2:8][N:9]([C:12](=[O:13])[O:14][C:15]([CH3:16])([CH3:17])[CH3:18])[CH2:10][CH2:11]1. Reactants: C1(CCCCC1)C(=O)Cl (cyclohexanecarboxylic acid chloride), C([O-])([O-])=O.[K+].[K+] (potassium carbonate), C1(CCCCC1)C[C@H](CN1CCC(CC1)C1=C(C=CC=C1)OC)NC ({(1R)-1-cyclohexylmethyl-2-[4-(2-methoxyphenyl)-piperidin-1-yl]-ethyl}-methyl-amine). The solvent is O (water), ClCCl (dichloromethane), ClCCl (dichloromethane), O (water). Conditions: temperature 0 celsius, time 8 hour. Product: hydrate, C1(CCCCC1)C[C@H](CN1CCC(CC1)C1=C(C=CC=C1)OC)N(C(=O)C1CCCCC1)C (Cyclohexanecarboxylic acid {(1R)-1-cyclohexylmethyl-2-[4-(2-methoxyphenyl)-piperidin-1-yl]-ethyl}-methyl-amide), Cl (HCl). Reaction SMILES: C(=O)([O-])[O-].[K+].[K+].[CH:7]1([CH2:13][C@@H:14]([NH:30][CH3:31])[CH2:15][N:16]2[CH2:21][CH2:20][CH:19]([C:22]3[CH:27]=[CH:26][CH:25]=[CH:24][C:23]=3[O:28][CH3:29])[CH2:18][CH2:17]2)[CH2:12][CH2:11][CH2:10][CH2:9][CH2:8]1.[CH:32]1([C:38]([Cl:40])=[O:39])[CH2:37][CH2:36][CH2:35][CH2:34][CH2:33]1>ClCCl.O>[CH:7]1([CH2:13][C@@H:14]([N:30]([CH3:31])[C:38]([CH:32]2[CH2:37][CH2:36][CH2:35][CH2:34][CH2:33]2)=[O:39])[CH2:15][N:16]2[CH2:17][CH2:18][CH:19]([C:22]3[CH:27]=[CH:26][CH:25]=[CH:24][C:23]=3[O:28][CH3:29])[CH2:20][CH2:21]2)[CH2:8][CH2:9][CH2:10][CH2:11][CH2:12]1.[ClH:40] |f:0.1.2|. Procedure: To a solution of 0.080 g of potassium carbonate (0.58 mmol) in 1 ml. of water was added a solution of 0.20 g of {(1R)-1-cyclohexylmethyl-2-[4-(2-methoxyphenyl)-piperidin-1-yl]-ethyl}-methyl-amine (0.58 mmol) in 10 mL of dichloromethane. The resulting mixture was cooled to 0° C. and 0.090 g of cyclohexanecarboxylic acid chloride (0.58 mmol) was added. The reaction was allowed to stir overnight at 0° C., and was then diluted with 5 mL of water and 20 mL of dichloromethane and the phases separated.... The reactants are CN(/C=C/C(=O)C1=NN(C=CC1=O)C=1C=C(C(=O)N(C)C)C=CC1)C (3-[3-((E)-3-Dimethylamino-acryloyl)-4-oxo-4H-pyridazin-1-yl]-N,N-dimethyl-benzamide), FC1=C(C=CC=C1)NN (2-fluoro-phenylhydrazine). The product is FC1=C(C=CC=C1)N1N=CC=C1C1=NN(C=CC1=O)C=1C=C(C(=O)N(C)C)C=CC1 (3-{3-[2-(2-Fluoro-phenyl)-2H-pyrazol-3-yl]-4-oxo-4H-pyridazin-1-yl}-N,N-dimethyl-benzamide). Reaction SMILES: C[N:2](C)/[CH:3]=[CH:4]/[C:5]([C:7]1[C:12](=[O:13])[CH:11]=[CH:10][N:9]([C:14]2[CH:15]=[C:16]([CH:22]=[CH:23][CH:24]=2)[C:17]([N:19]([CH3:21])[CH3:20])=[O:18])[N:8]=1)=O.[F:26][C:27]1[CH:32]=[CH:31][CH:30]=[CH:29][C:28]=1[NH:33]N>>[F:26][C:27]1[CH:32]=[CH:31][CH:30]=[CH:29][C:28]=1[N:33]1[C:5]([C:7]2[C:12](=[O:13])[CH:11]=[CH:10][N:9]([C:14]3[CH:15]=[C:16]([CH:22]=[CH:23][CH:24]=3)[C:17]([N:19]([CH3:21])[CH3:20])=[O:18])[N:8]=2)=[CH:4][CH:3]=[N:2]1. Procedure details: The product was obtained starting from 3-[3-((E)-3-Dimethylamino-acryloyl)-4-oxo-4H-pyridazin-1-yl]-N,N-dimethyl-benzamide (A-20) and 2-fluoro-phenylhydrazine according to the method described for example 91. MS: M=404.3 (M+H)+